From a dataset of the Open Reaction Database (ORD), a public repository of structured organic reaction records. describe an organic reaction: reactants, conditions, products, and yield Reactants: crude material, [BH4-].[Na+] (NaBH4), C(C)(C)(C)P(C(C)(C)C)C(C)(C)C (tri-t-butylphosphine), BrC1=NC(=CC=C1F)C (2-bromo-3-fluoro-6-methylpyridine), FC1=C(C(=CC=C1)F)B(O)O (2,6-difluorophenylboronic acid), [F-].[K+] (potassium fluoride). The reagents and catalysts are C=1C=CC(=CC1)/C=C/C(=O)/C=C/C2=CC=CC=C2.C=1C=CC(=CC1)/C=C/C(=O)/C=C/C2=CC=CC=C2.C=1C=CC(=CC1)/C=C/C(=O)/C=C/C2=CC=CC=C2.[Pd].[Pd] (Pd2(dba)3). Solvent: CCO (EtOH), C1CCOC1 (THF), O (Water). Conditions: temperature 60 celsius, time 1 hour. The product is FC1=C(C(=CC=C1)F)C1=NC(=CC=C1F)C (2-(2,6-difluorophenyl)-3-fluoro-6-methylpyridine). The yield is 86.0%. As a reaction SMILES: Br[C:2]1[C:7]([F:8])=[CH:6][CH:5]=[C:4]([CH3:9])[N:3]=1.[F:10][C:11]1[CH:16]=[CH:15][CH:14]=[C:13]([F:17])[C:12]=1B(O)O.[F-].[K+].C(P(C(C)(C)C)C(C)(C)C)(C)(C)C.[BH4-].[Na+]>C1COCC1.O.CCO.C1C=CC(/C=C/C(/C=C/C2C=CC=CC=2)=O)=CC=1.C1C=CC(/C=C/C(/C=C/C2C=CC=CC=2)=O)=CC=1.C1C=CC(/C=C/C(/C=C/C2C=CC=CC=2)=O)=CC=1.[Pd].[Pd]>[F:10][C:11]1[CH:16]=[CH:15][CH:14]=[C:13]([F:17])[C:12]=1[C:2]1[C:7]([F:8])=[CH:6][CH:5]=[C:4]([CH3:9])[N:3]=1 |f:2.3,5.6,10.11.12.13.14|. Procedure details: To a solution of 2-bromo-3-fluoro-6-methylpyridine (1.0 equiv.) in THF and Water (10:1, 0.2 M) was added 2,6-difluorophenylboronic acid (2.0 equiv.) and potassium fluoride (3.3 equiv.). The reaction was degassed for 10 minutes, then Pd2(dba)3 (0.05 equiv.) was added, followed by tri-t-butylphosphine (0.1 equiv.). The reaction was stirred to 60° C. for 1 hour at which point, all starting material was consumed as indicated by LC/MS. The reaction was allowed to cool to room temperature, partitioned... Starting materials: BrC1=C(C=C(C(=C1)F)C1CC(CC1)Cl)F (1-bromo-4-(3-chlorocyclopentyl)-2,5-difluorobenzene), C1(C=2C(C(N1)=O)=CC=CC2)=O.[K] (potassium phthalimide). The solvent is CN(C=O)C (dimethylformamide). Reaction conditions: time 8 hour. The product is BrC1=CC(=C(C=C1F)C1CC(CC1)N1C(C2=CC=CC=C2C1=O)=O)F (2-[3-(4-Bromo-2,5-difluorophenyl)cyclopentyl]-1H-isoindole-1,3(2H)-dione). Isolated yield 90.6%. As a reaction SMILES: [Br:1][C:2]1[CH:7]=[C:6]([F:8])[C:5]([CH:9]2[CH2:13][CH2:12][CH:11](Cl)[CH2:10]2)=[CH:4][C:3]=1[F:15].[C:16]1(=[O:26])[NH:20][C:19](=[O:21])[C:18]2=[CH:22][CH:23]=[CH:24][CH:25]=[C:17]12.[K]>CN(C)C=O>[Br:1][C:2]1[C:3]([F:15])=[CH:4][C:5]([CH:9]2[CH2:13][CH2:12][CH:11]([N:20]3[C:16](=[O:26])[C:17]4[C:18](=[CH:22][CH:23]=[CH:24][CH:25]=4)[C:19]3=[O:21])[CH2:10]2)=[C:6]([F:8])[CH:7]=1 |f:1.2,^1:26|. Procedure: A solution of 29.6 g (0.1 mol) of 1-bromo-4-(3-chlorocyclopentyl)-2,5-difluorobenzene in 150 ml of dry dimethylformamide was treated with 19.4 g (0.105 mol) of potassium phthalimide and the resulting suspension stirred at 100° for 8 hours and room temperature overnight. The solvent was removed in vacuo, and the residue was partitioned between methylene chloride and water. The aqueous layer was reextracted with methylene chloride and the combined organic layers were washed with water, dried (MgSO...